From a dataset of the Open Reaction Database (ORD), a public repository of structured organic reaction records. describe an organic reaction: reactants, conditions, products, and yield Starting materials: C(C)(C)(C)[Si](OCC[C@@](C(=O)OC(C)(C)C)([C@H](\C=C\CCCCCCC1(OCCO1)CCCCCCC)C(N[C@@H](CC1=CC=C(C=C1)OCC#CC)C(=O)OC)=O)O)(C)C (tert-butyl (E)-(2S,3S)-2-[2-(tert-butyl-dimethyl-silanyloxy)-ethyl]-3-[(S)-2-(4-but-2-ynyloxy-phenyl)-1-methoxycarbonyl-ethylcarbamoyl]-11-(2-heptyl-[1,3]dioxolan-2-yl)-2-hydroxy-undec-4-enoate), Cl.N[C@H](CO)CC1=CC=C(C=C1)OCC#CC ((S)-2-amino-3-(4-but-2-ynyloxy-phenyl)-propan-1-ol hydrochloride), C(C#CC)OC1=CC=C(C=C1)C[C@@H](C(=O)OC)NC(=O)[C@H]([C@](C(=O)OC(C)(C)C)(CCO)O)\C=C\CCCCCCC(CCCCCCC)=O (tert-butyl (E)-(2S,3S)-3-[(S)-2-(4-but-2-ynyloxy-phenyl)-1-methoxycarbonyl-ethylcarbamoyl]-2-hydroxy-2-(2-hydroxy-ethyl)-12-oxo-nonadec-4-enoate). Product: C(C)(C)(C)[Si](OCC[C@@](C(=O)OC(C)(C)C)([C@H](\C=C\CCCCCCC1(OCCO1)CCCCCCC)C(N[C@@H](CC1=CC=C(C=C1)OCC#CC)CO)=O)O)(C)C (tert-butyl (E)-(2S,3S)-2-[2-(tert-butyl-dimethyl-silanyloxy)-ethyl]-3-[(S)-2-(4-but-2-ynyloxy-phenyl)-1-hydroxymethyl-ethylcarbamoyl]-11-(2-heptyl-[1,3]dioxolan-2-yl)-2-hydroxy-undec-4-enoate). RXN SMILES: [C:1]([Si:5]([CH3:60])([CH3:59])[O:6][CH2:7][CH2:8][C@:9]([OH:58])([C@@H:17]([C:38](=[O:57])[NH:39][C@H:40]([C:53](OC)=[O:54])[CH2:41][C:42]1[CH:47]=[CH:46][C:45]([O:48][CH2:49][C:50]#[C:51][CH3:52])=[CH:44][CH:43]=1)/[CH:18]=[CH:19]/[CH2:20][CH2:21][CH2:22][CH2:23][CH2:24][CH2:25][C:26]1([CH2:31][CH2:32][CH2:33][CH2:34][CH2:35][CH2:36][CH3:37])[O:30][CH2:29][CH2:28][O:27]1)[C:10]([O:12][C:13]([CH3:16])([CH3:15])[CH3:14])=[O:11])([CH3:4])([CH3:3])[CH3:2].Cl.N[C@@H](CC1C=CC(OCC#CC)=CC=1)CO.C(OC1C=CC(C[C@H](NC([C@@H](/C=C/CCCCCCC(=O)CCCCCCC)[C@@](O)(CCO)C(OC(C)(C)C)=O)=O)C(OC)=O)=CC=1)C#CC>>[C:1]([Si:5]([CH3:60])([CH3:59])[O:6][CH2:7][CH2:8][C@:9]([OH:58])([C@@H:17]([C:38](=[O:57])[NH:39][C@H:40]([CH2:53][OH:54])[CH2:41][C:42]1[CH:43]=[CH:44][C:45]([O:48][CH2:49][C:50]#[C:51][CH3:52])=[CH:46][CH:47]=1)/[CH:18]=[CH:19]/[CH2:20][CH2:21][CH2:22][CH2:23][CH2:24][CH2:25][C:26]1([CH2:31][CH2:32][CH2:33][CH2:34][CH2:35][CH2:36][CH3:37])[O:30][CH2:29][CH2:28][O:27]1)[C:10]([O:12][C:13]([CH3:14])([CH3:16])[CH3:15])=[O:11])([CH3:2])([CH3:3])[CH3:4] |f:1.2|. Procedure details: An intermediate, tert-butyl (E)-(2S,3S)-2-[2-(tert-butyl-dimethyl-silanyloxy)-ethyl]-3-[(S)-2-(4-but-2-ynyloxy-phenyl)-1-hydroxymethyl-ethylcarbamoyl]-11-(2-heptyl-[1,3]dioxolan-2-yl)-2-hydroxy-undec-4-enoate (ESI (LC/MS positive mode) m/z 831 (M+H); Rt 3.98 min.) was synthesized by the synthetic method similar to that of No. 5327507, tert-butyl (E)-(2S,3S)-2-[2-(tert-butyl-dimethyl-silanyloxy)-ethyl]-3-[(S)-2-(4-but-2-ynyloxy-phenyl)-1-methoxycarbonyl-ethylcarbamoyl]-11-(2-heptyl-[1,3]dioxolan-... Starting materials: BrC=1C(=C(C=C(C1)C#N)NC(OC(C)(C)C)=O)Cl (tert-butyl (3-bromo-2-chloro-5-cyanophenyl)carbamate), C1N(CCC12CCNCC2)C(C)=O (1-(2,8-diazaspiro[4.5]decan-2-yl)ethanone), C=1C=CC(=CC1)P(C=2C=CC=CC2)C3=CC=C4C=CC=CC4=C3C5=C6C=CC=CC6=CC=C5P(C=7C=CC=CC7)C=8C=CC=CC8 (BINAP), C(=O)([O-])[O-].[Cs+].[Cs+] (Cs2CO3). Reagents/catalysts: C=1C=CC(=CC1)/C=C/C(=O)/C=C/C2=CC=CC=C2.C=1C=CC(=CC1)/C=C/C(=O)/C=C/C2=CC=CC=C2.C=1C=CC(=CC1)/C=C/C(=O)/C=C/C2=CC=CC=C2.[Pd].[Pd] (Pd2dba3). Solvent: O1CCOCC1 (Dioxane). Run at temperature 105 celsius. The product is C(C)(=O)N1CC2(CC1)CCN(CC2)C=2C(=C(C=C(C2)C#N)NC(OC(C)(C)C)=O)Cl (tert-butyl (3-(2-acetyl-2,8-diazaspiro[4.5]decan-8-yl)-2-chloro-5-cyanophenyl)carbamate). Yield: 50.5%. As a reaction SMILES: Br[C:2]1[C:3]([Cl:18])=[C:4]([NH:10][C:11](=[O:17])[O:12][C:13]([CH3:16])([CH3:15])[CH3:14])[CH:5]=[C:6]([C:8]#[N:9])[CH:7]=1.[CH2:19]1[C:23]2([CH2:28][CH2:27][NH:26][CH2:25][CH2:24]2)[CH2:22][CH2:21][N:20]1[C:29](=[O:31])[CH3:30].C1C=CC(P(C2C(C3C(P(C4C=CC=CC=4)C4C=CC=CC=4)=CC=C4C=3C=CC=C4)=C3C(C=CC=C3)=CC=2)C2C=CC=CC=2)=CC=1.C([O-])([O-])=O.[Cs+].[Cs+]>O1CCOCC1.C1C=CC(/C=C/C(/C=C/C2C=CC=CC=2)=O)=CC=1.C1C=CC(/C=C/C(/C=C/C2C=CC=CC=2)=O)=CC=1.C1C=CC(/C=C/C(/C=C/C2C=CC=CC=2)=O)=CC=1.[Pd].[Pd]>[C:29]([N:20]1[CH2:21][CH2:22][C:23]2([CH2:28][CH2:27][N:26]([C:2]3[C:3]([Cl:18])=[C:4]([NH:10][C:11](=[O:17])[O:12][C:13]([CH3:16])([CH3:15])[CH3:14])[CH:5]=[C:6]([C:8]#[N:9])[CH:7]=3)[CH2:25][CH2:24]2)[CH2:19]1)(=[O:31])[CH3:30] |f:3.4.5,7.8.9.10.11|. Procedure details: A mixture of tert-butyl (3-bromo-2-chloro-5-cyanophenyl)carbamate (291 mg, 0.878 mmol), 1-(2,8-diazaspiro[4.5]decan-2-yl)ethanone (160 mg, 0.878 mmol), Pd2dba3 (80 mg, 0.088 mmol), BINAP (164 mg, 0.263 mmol), and Cs2CO3 (858 mg, 2.63 mmol) in Dioxane (15 mL) was evacuated and filled with nitrogen 3× and heated at 105° C. overnight. The reaction mixture was filtered through a plug of celite and the filtrate was concentrated. The crude product was purified by flash chromatography on silica gel usi... Starting materials: CCCCN(C(=O)NC1CCCCC1)c1c2ccccc2nn1-c1ccc(Cl)cc1, CN1CCCC1=O, Nc1ccccc1. Product: Clc1ccc(-n2nc3ccccc3c2Nc2ccccc2)cc1. As a reaction SMILES: [CH2:1]([N:5]([C:2]([NH:3][CH:4]1[CH2:6][CH2:7][CH2:8][CH2:9][CH2:10]1)=[O:11])[c:15]1[n:16](-[c:24]2[cH:25][cH:26][c:27]([Cl:30])[cH:28][cH:29]2)[n:17][c:18]2[cH:19][cH:20][cH:21][cH:22][c:23]12)[CH2:12][CH2:13][CH3:14].[CH3:38][N:39]1[CH2:40][CH2:41][CH2:42][C:43]1=[O:44].[c:31]1([NH2:37])[cH:32][cH:33][cH:34][cH:35][cH:36]1>>[NH:5]([c:15]1[n:16](-[c:24]2[cH:25][cH:26][c:27]([Cl:30])[cH:28][cH:29]2)[n:17][c:18]2[cH:19][cH:20][cH:21][cH:22][c:23]12)[c:31]1[cH:32][cH:33][cH:34][cH:35][cH:36]1. The reactants are C[Si](C)(C)C#CC=1C=C(C(=NC1)N)OC(C)C1=C(C(=CC=C1Cl)F)Cl (5-trimethylsilylethynyl-3-(1-(2,6-dichloro-3-fluorophenyl)ethoxy)-2-aminopyridine), C(=O)([O-])[O-].[K+].[K+] (K2CO3). The solvent is C1CCOC1 (THF), CO (MeOH). Run at time 2 hour. The product is C(#C)C=1C=C(C(=NC1)N)OC(C)C1=C(C(=CC=C1Cl)F)Cl (5-ethynyl-3-(1-(2,6-dichloro-3-fluorophenyl)ethoxy)-2-aminopyridine). The yield is 69.3%. Reaction SMILES: C[Si]([C:5]#[C:6][C:7]1[CH:8]=[C:9]([O:14][CH:15]([C:17]2[C:22]([Cl:23])=[CH:21][CH:20]=[C:19]([F:24])[C:18]=2[Cl:25])[CH3:16])[C:10]([NH2:13])=[N:11][CH:12]=1)(C)C.C([O-])([O-])=O.[K+].[K+]>C1COCC1.CO>[C:6]([C:7]1[CH:8]=[C:9]([O:14][CH:15]([C:17]2[C:22]([Cl:23])=[CH:21][CH:20]=[C:19]([F:24])[C:18]=2[Cl:25])[CH3:16])[C:10]([NH2:13])=[N:11][CH:12]=1)#[CH:5] |f:1.2.3|. Procedure details: 5-trimethylsilylethynyl-3-(1-(2,6-dichloro-3-fluorophenyl)ethoxy)-2-aminopyridine (1.5 g, 3.77 mmol) was dissolved in the mixed solvent of THF (10 mL) and MeOH (10 mL), K2CO3 (1.04 g, 7.55 mmol) was added, and the mixture was stirred for 2 h at room temperature. The majority of the solvent was removed under reduced pressure, water (10 mL) was added. The resultant mixture was extracted with ethyl acetate (3×20 mL), the organic phases were combined, washed with water and saturated brine successive... Reactants: C(C)OC(CN1C(C[C@@H]2CCCC[C@@H]12)=O)=O (trans-octahydro-2-oxo-1H-indole-1-acetic acid ethyl ester), N (ammonia). Solvent: CO (methanol), CO (methanol). Run at time 24 hour. Product: O=C1C[C@H]2[C@H](N1CC(=O)N)CCCC2 (trans-hexahydro-2-oxocyclohexa[b]pyrrol-1-(2H)-acetamide). RXN SMILES: C([O:3][C:4](=O)[CH2:5][N:6]1[C@H:14]2[C@@H:9]([CH2:10][CH2:11][CH2:12][CH2:13]2)[CH2:8][C:7]1=[O:15])C.[NH3:17]>CO>[O:15]=[C:7]1[N:6]([CH2:5][C:4]([NH2:17])=[O:3])[C@@H:14]2[CH2:13][CH2:12][CH2:11][CH2:10][C@H:9]2[CH2:8]1. Procedure: A solution of trans-octahydro-2-oxo-1H-indole-1-acetic acid ethyl ester; (7.7 g, 0.032 mole) in methanol (200 ml) in methanol (200 ml) is saturated with ammonia and stirred at ambient temperatures 24 hours. The solution is concentrated at reduced pressure to yield a solid, trans-hexahydro-2-oxocyclohexa[b]pyrrol-1-(2H)-acetamide. Starting materials: C(=O)C1=CC=C(C=C1)C1=CC=CC(=N1)C1=C(NC(=C1)C)C (6-(4-formylphenyl)2-(2,5-dimethylpyrrolyl)-pyridine), Cl.NO (hydroxylamine hydrochloride), [2H]C(Cl)(Cl)Cl.CO[2H] (CDCl3 MeOD), CN1CCNCC1 (N-methylpiperazine), C(#N)[BH3-].[Na+] (sodium cyanoborohydride). The solvent is C(C)O (ethanol), CO (methanol). Yields the product CN1CCN(CC1)CC1=CC=C(C=C1)C1=CC=CC(=N1)N (6-[4-(4-Methyl-piperazin-1-ylmethyl)-phenyl]-pyridin-2-ylamine). Yield: 43.0%. RXN SMILES: [CH:1]([C:3]1[CH:8]=[CH:7][C:6]([C:9]2[N:14]=[C:13](C3C=C(C)NC=3C)[CH:12]=[CH:11][CH:10]=2)=[CH:5][CH:4]=1)=O.[CH3:22][N:23]1[CH2:28][CH2:27][NH:26][CH2:25][CH2:24]1.C([BH3-])#[N:30].[Na+].Cl.NO.[2H]C(Cl)(Cl)Cl.CO[2H]>CO.C(O)C>[CH3:22][N:23]1[CH2:28][CH2:27][N:26]([CH2:1][C:3]2[CH:4]=[CH:5][C:6]([C:9]3[N:14]=[C:13]([NH2:30])[CH:12]=[CH:11][CH:10]=3)=[CH:7][CH:8]=2)[CH2:25][CH2:24]1 |f:2.3,4.5,6.7|. Reported procedure: Prepared from (6-(4-formylphenyl)2-(2,5-dimethylpyrrolyl)-pyridine (Example 112), using N-methylpiperazine with sodium cyanoborohydride in methanol in 43% yield, followed by deblocking using hydroxylamine hydrochloride in refluxing ethanol in 78% yield, mp 240-250° C. (dec.) as the hydrochloride salt.